From a dataset of the Open Reaction Database (ORD), a public repository of structured organic reaction records. describe an organic reaction: reactants, conditions, products, and yield The reactants are O=C([O-])O, CO, CC#N, O=S(=O)(Cl)c1cc(Cl)c(Cl)cc1Cl, ClCCl, Cl, CCOC(Cc1ccc(OCCc2ccc(N)cc2)cc1)C(=O)O, [Na+]. Yields the product CCOC(Cc1ccc(OCCc2ccc(NS(=O)(=O)c3cc(Cl)c(Cl)cc3Cl)cc2)cc1)C(=O)O. RXN SMILES: [C:26](=[O:27])([O-:28])[OH:29].[CH3:44][OH:45].[CH3:46][C:47]#[N:48].[Cl:31][c:32]1[c:33]([S:40](=[O:41])(=[O:42])[Cl:43])[cH:34][c:35]([Cl:39])[c:36]([Cl:38])[cH:37]1.[Cl:49][CH2:50][Cl:51].[ClH:1].[NH2:2][c:3]1[cH:4][cH:5][c:6]([CH2:9][CH2:10][O:11][c:12]2[cH:13][cH:14][c:15]([CH2:18][CH:19]([C:20](=[O:21])[OH:22])[O:23][CH2:24][CH3:25])[cH:16][cH:17]2)[cH:7][cH:8]1.[Na+:30]>>[NH:2]([c:3]1[cH:4][cH:5][c:6]([CH2:9][CH2:10][O:11][c:12]2[cH:13][cH:14][c:15]([CH2:18][CH:19]([C:20](=[O:21])[OH:22])[O:23][CH2:24][CH3:25])[cH:16][cH:17]2)[cH:7][cH:8]1)[S:40]([c:33]1[c:32]([Cl:31])[cH:37][c:36]([Cl:38])[c:35]([Cl:39])[cH:34]1)(=[O:41])=[O:42]. The reactants are ClC1=C(OC2=C(C=NC=C2)C(=O)N2CCCC3=CC=CC=C23)C=C(C=C1)Cl ([4-(2,5-Dichloro-phenoxy)-pyridin-3-yl]-(3,4-dihydro-2H-quinolin-1-yl)-methanone), CN(C=1C(=CC=CC1)N)C (N,N-dimethylbenzene-1,2-diamine). Product: ClC1=C(OC2=CC=NC=C2C(=O)NC2=C(C=CC=C2)N(C)C)C=C(C=C1)Cl (4-(2,5-Dichloro-phenoxy)-N-(2-dimethylamino-phenyl)-nicotinamide). As a reaction SMILES: [Cl:1][C:2]1[CH:26]=[CH:25][C:24]([Cl:27])=[CH:23][C:3]=1[O:4][C:5]1[CH:10]=[CH:9][N:8]=[CH:7][C:6]=1[C:11](N1C2C(=CC=CC=2)CCC1)=[O:12].[CH3:28][N:29]([CH3:37])[C:30]1[C:31]([NH2:36])=[CH:32][CH:33]=[CH:34][CH:35]=1>>[Cl:1][C:2]1[CH:26]=[CH:25][C:24]([Cl:27])=[CH:23][C:3]=1[O:4][C:5]1[C:6]([C:11]([NH:36][C:31]2[CH:32]=[CH:33][CH:34]=[CH:35][C:30]=2[N:29]([CH3:37])[CH3:28])=[O:12])=[CH:7][N:8]=[CH:9][CH:10]=1. Procedure details: The title compound was prepared in analogy to Example 1, from 4-(2,5-dichloro-phenoxy)-nicotinic acid (Example 1, intermediate) and N,N-dimethylbenzene-1,2-diamine (commercially available, CAS RN 2836-03-5). The compound was purified by preparative HPLC (Phenomenex Gemini column) using a gradient of acetonitrile:water (containing 0.05% formic acid) (10:90 to 98:2). Light brown foam (71%). MS (ESI): m/z=402.078 [M+H]+. Reactants: C1(=CC=CC=C1)S(=O)C1=CC=CC=C1 (diphenyl sulfoxide), C1(=CC(=CC(=C1)C)C)C (mesitylene), [Br-].[Al+3].[Br-].[Br-] (aluminum bromide), Br (hydrobromic acid). Solvent: ice water. The product is [Br-].C1(=CC=CC=C1)[S+](C1=C(C=C(C=C1C)C)C)C1=CC=CC=C1 (diphenyl-2,4,6-trimethylphenylsulfonium bromide). The yield is 80.0%. As a reaction SMILES: [C:1]1([S:7]([C:9]2[CH:14]=[CH:13][CH:12]=[CH:11][CH:10]=2)=O)[CH:6]=[CH:5][CH:4]=[CH:3][CH:2]=1.[C:15]1([CH3:23])[CH:20]=[C:19]([CH3:21])[CH:18]=[C:17]([CH3:22])[CH:16]=1.[Br-:24].[Al+3].[Br-].[Br-].Br>>[Br-:24].[C:9]1([S+:7]([C:1]2[CH:2]=[CH:3][CH:4]=[CH:5][CH:6]=2)[C:16]2[C:17]([CH3:22])=[CH:18][C:19]([CH3:21])=[CH:20][C:15]=2[CH3:23])[CH:10]=[CH:11][CH:12]=[CH:13][CH:14]=1 |f:2.3.4.5,7.8|. Procedure: To 38 g of diphenyl sulfoxide were added 500 ml of mesitylene and 340 g of aluminum bromide, followed by allowing a reaction to take place at 90° C. for 12 hours. After the reaction solution was cooled, a mixture of 100 ml of concentrated hydrobromic acid solution and 500 ml of ice water were poured. An aqueous layer was extracted with benzene and the organic layer was washed with water and dried over anhydrous MgSO4, followed by filtration and removal of the solvent, whereby 58 g (Yield: 80%) o...